This data is from the Open Reaction Database (ORD), a public repository of structured organic reaction records. The task is: describe an organic reaction: reactants, conditions, products, and yield The reactants are O (water), C1(=CC=CC=C1)C1=NC2=C(C=CC=C2C=C1C)C=C (2-phenyl-3-methyl-8-vinylquinoline), CC[C@@H]1CN2CC[C@@H]1C[C@@H]2[C@@H](C3=C4C=C(C=CC4=NC=C3)OC)OC5=NN=C(C6=CC=CC=C65)O[C@@H]([C@H]7C[C@@H]8CCN7C[C@@H]8CC)C9=C1C=C(C=CC1=NC=C9)OC (AD-mix-α), O (water), [O-]S(=O)[O-].[Na+].[Na+] (Na2SO3). The product is C1(=CC=CC=C1)C1=NC2=C(C=CC=C2C=C1C)[C@@H](CO)O (2-phenyl-3-methyl-8-(1-(S),2-dihydroxyethyl)quinoline). The yield is 69.0%. Procedure: 8.6 g (35 mmol) of 2-phenyl-3-methyl-8-vinylquinoline are added, at 0° C., to a suspension of 52 g of AD-mix-α in a mixture of 200 ml of distilled water and 200 ml of tert-butanol. The reaction mixture is then vigorously stirred for 16 hours at this same temperature using a mechanical stirrer. 2 g of Na2SO3 are then added. The reaction mixture is stirred for one hour and is then taken up in 200 ml of water and extracted with 3×200 ml of ethyl acetate. The organic phases are combined, dried over ... Run at time 16 hour. Reaction SMILES: [C:1]1([C:7]2[C:16]([CH3:17])=[CH:15][C:14]3[C:9](=[C:10]([CH:18]=[CH2:19])[CH:11]=[CH:12][CH:13]=3)[N:8]=2)[CH:6]=[CH:5][CH:4]=[CH:3][CH:2]=1.CC[C@H]1[C@H]2C[C@H]([C@H](OC3C4C(=CC=CC=4)C(O[C@H](C4C=CN=C5C=4C=C(OC)C=C5)[C@@H]4N5C[C@H](CC)[C@@H](CC5)C4)=NN=3)C3C=CN=C4C=3C=C([O:41]C)C=C4)N(CC2)C1.[O-]S([O-])=O.[Na+].[Na+].[OH2:84]>C(O)(C)(C)C>[C:1]1([C:7]2[C:16]([CH3:17])=[CH:15][C:14]3[C:9](=[C:10]([C@H:18]([OH:41])[CH2:19][OH:84])[CH:11]=[CH:12][CH:13]=3)[N:8]=2)[CH:6]=[CH:5][CH:4]=[CH:3][CH:2]=1 |f:2.3.4|. Solvent: C(C)(C)(C)O (tert-butanol). Reactants: O=C(Cl)c1ccccc1, ClCCl, Cl, Cc1ccc(-c2c(NS(=O)(=O)c3ccc(C(C)(C)C)cc3)ncnc2OCCOc2ccc(N)cn2)cc1, c1ccncc1. Yields the product Cc1ccc(-c2c(NS(=O)(=O)c3ccc(C(C)(C)C)cc3)ncnc2OCCOc2ccc(NC(=O)c3ccccc3)cn2)cc1. RXN SMILES: [C:39]([c:40]1[cH:41][cH:42][cH:43][cH:44][cH:45]1)(=[O:46])[Cl:47].[CH2:55]([Cl:56])[Cl:57].[ClH:48].[NH2:1][c:2]1[cH:3][cH:4][c:5]([O:8][CH2:9][CH2:10][O:11][c:12]2[c:13](-[c:32]3[cH:33][cH:34][c:35]([CH3:38])[cH:36][cH:37]3)[c:14]([NH:18][S:19](=[O:20])(=[O:21])[c:22]3[cH:23][cH:24][c:25]([C:28]([CH3:29])([CH3:30])[CH3:31])[cH:26][cH:27]3)[n:15][cH:16][n:17]2)[n:6][cH:7]1.[cH:49]1[cH:50][cH:51][n:52][cH:53][cH:54]1>>[NH:1]([c:2]1[cH:3][cH:4][c:5]([O:8][CH2:9][CH2:10][O:11][c:12]2[c:13](-[c:32]3[cH:33][cH:34][c:35]([CH3:38])[cH:36][cH:37]3)[c:14]([NH:18][S:19](=[O:20])(=[O:21])[c:22]3[cH:23][cH:24][c:25]([C:28]([CH3:29])([CH3:30])[CH3:31])[cH:26][cH:27]3)[n:15][cH:16][n:17]2)[n:6][cH:7]1)[C:39]([c:40]1[cH:41][cH:42][cH:43][cH:44][cH:45]1)=[O:46]. Reactants: CCCCCCCCCCCC=Cc1ccc(C=CC(=O)OC)cc1, Cl, [Li+], C1CCOC1, [OH-], O. Yields the product CCCCCCCCCCCC=Cc1ccc(C=CC(=O)O)cc1. Reaction SMILES: [CH:1](=[CH:2][CH2:3][CH2:4][CH2:5][CH2:6][CH2:7][CH2:8][CH2:9][CH2:10][CH2:11][CH2:12][CH3:13])[c:14]1[cH:15][cH:16][c:17]([CH:18]=[CH:19][C:20](=[O:21])[O:22][CH3:23])[cH:24][cH:25]1.[ClH:29].[Li+:28].[O:30]1[CH2:31][CH2:32][CH2:33][CH2:34]1.[OH-:27].[OH2:26]>>[CH:1](=[CH:2][CH2:3][CH2:4][CH2:5][CH2:6][CH2:7][CH2:8][CH2:9][CH2:10][CH2:11][CH2:12][CH3:13])[c:14]1[cH:15][cH:16][c:17]([CH:18]=[CH:19][C:20](=[O:21])[OH:22])[cH:24][cH:25]1. The reactants are FC(S(=O)(=O)OC1=CCN2C(=C3C(=C12)N(C(N(C3=O)C)=O)C)C3=CC=CC=C3)(F)F (1,3-Dimethyl-2,4-dioxo-5-phenyl-2,3,4,7-tetrahydro-1H-pyrimido[4,5-a]pyrrolizin-9-yl trifluoromethanesulfonate), [Br-].[Li+] (lithium bromide), C(CCC)[Sn](C=1OC(=CC1)C)(CCCC)CCCC (tributyl(5-methylfuran-2-yl)stannane), Pd-118. The solvent is C1CCOC1 (THF), CCOCC (Et2O). The product is CN1C(N(C(C=2C1=C1C(=CCN1C2C2=CC=CC=C2)C=2OC(=CC2)C)=O)C)=O (1,3-Dimethyl-9-(5-methylfuran-2-yl)-5-phenyl-1H-pyrimido[4,5-a]pyrrolizine-2,4(3H,7H)-dione). RXN SMILES: FC(F)(F)S(O[C:7]1[C:14]2[N:10]([C:11]([C:23]3[CH:28]=[CH:27][CH:26]=[CH:25][CH:24]=3)=[C:12]3[C:18](=[O:19])[N:17]([CH3:20])[C:16](=[O:21])[N:15]([CH3:22])[C:13]3=2)[CH2:9][CH:8]=1)(=O)=O.[Br-].[Li+].C([Sn](CCCC)(CCCC)[C:38]1[O:39][C:40]([CH3:43])=[CH:41][CH:42]=1)CCC>C1COCC1.CCOCC>[CH3:22][N:15]1[C:13]2=[C:14]3[N:10]([C:11]([C:23]4[CH:24]=[CH:25][CH:26]=[CH:27][CH:28]=4)=[C:12]2[C:18](=[O:19])[N:17]([CH3:20])[C:16]1=[O:21])[CH2:9][CH:8]=[C:7]3[C:38]1[O:39][C:40]([CH3:43])=[CH:41][CH:42]=1 |f:1.2|. Procedure: 1,3-Dimethyl-2,4-dioxo-5-phenyl-2,3,4,7-tetrahydro-1H-pyrimido[4,5-a]pyrrolizin-9-yl trifluoromethanesulfonate (step 4) (100 mg, 0.227 mmol), Cul (4.31 mg, 0.023 mmol), lithium bromide (39.4 mg, 0.453 mmol), tributyl(5-methylfuran-2-yl)stannane (168 mg, 0.453 mmol) in THF (2 ml) and Pd-118 (14.77 mg, 0.023 mmol) were heated to reflux for 10 mins. The reaction mixture was filtered through a glass filter paper and the filtrate concentrated in vacuo. The crude product was dissolved in the minimum a... Starting materials: COc1cc(C(=O)Cl)cc(OC)c1OC, COc1ccc2cc(C)sc2c1, ClCCCl. The product is COc1ccc2c(C(=O)c3cc(OC)c(OC)c(OC)c3)c(C)sc2c1. RXN SMILES: [CH3:13][O:14][c:15]1[cH:16][c:17]([C:18](=[O:19])[Cl:20])[cH:21][c:22]([O:26][CH3:27])[c:23]1[O:24][CH3:25].[CH3:1][O:2][c:3]1[cH:4][cH:5][c:6]2[c:7]([s:8][c:9]([CH3:11])[cH:10]2)[cH:12]1.[Cl:28][CH2:29][CH2:30][Cl:31]>>[CH3:1][O:2][c:3]1[cH:4][cH:5][c:6]2[c:7]([s:8][c:9]([CH3:11])[c:10]2[C:18]([c:17]2[cH:16][c:15]([O:14][CH3:13])[c:23]([O:24][CH3:25])[c:22]([O:26][CH3:27])[cH:21]2)=[O:19])[cH:12]1.